From a dataset of the Open Reaction Database (ORD), a public repository of structured organic reaction records. describe an organic reaction: reactants, conditions, products, and yield Reactants: ice water, [H-].[Na+] (NaH), C(C1=CC=CC=C1)OC1=CC=C(C=C1)O (p-benzyloxy phenol), S(=O)(=O)(C1=CC=C(C)C=C1)OC[C@@H]1N(CCC1)C(=O)OC(C)(C)C ((R)-Boc-prolinol tosylate). Solvent: CN(C)C=O (DMF), CN(C)C=O (DMF). Conditions: time 45 minute. Yields the product C(C)(C)(C)OC(=O)N1C(CCC1)COC1=CC=C(C=C1)OCC1=CC=CC=C1 (2-(4-Benzyloxy-phenoxymethyl)-pyrrolidine-1-carboxylic acid tert-butyl ester). Yield: 55.6%. RXN SMILES: [H-].[Na+].[CH2:3]([O:10][C:11]1[CH:16]=[CH:15][C:14]([OH:17])=[CH:13][CH:12]=1)[C:4]1[CH:9]=[CH:8][CH:7]=[CH:6][CH:5]=1.S(O[CH2:29][C@H:30]1[CH2:34][CH2:33][CH2:32][N:31]1[C:35]([O:37][C:38]([CH3:41])([CH3:40])[CH3:39])=[O:36])(C1C=CC(C)=CC=1)(=O)=O>CN(C=O)C>[C:38]([O:37][C:35]([N:31]1[CH2:32][CH2:33][CH2:34][CH:30]1[CH2:29][O:17][C:14]1[CH:13]=[CH:12][C:11]([O:10][CH2:3][C:4]2[CH:5]=[CH:6][CH:7]=[CH:8][CH:9]=2)=[CH:16][CH:15]=1)=[O:36])([CH3:41])([CH3:39])[CH3:40] |f:0.1|. Procedure: To a 15 mL of anhydrous DMF was added NaH (60% dispersion in oil, 338 mg, 8.44 mmol), and the resulting reaction mixture was cooled to 0° C. p-benzyloxy phenol (1.41 g, 7.03 mmol) was added and the reaction mixture was stirred at rt for 45 min. It was then cooled to −5° C., and (R)-Boc-prolinol tosylate (2.5 g, 7.03 mmol) in anhydrous DMF (5 mL) was cooled in a separate ice-bath and added dropwise to the reaction mixture. It was then allowed to warm to rt and stirred at 92° C. for 5 h and at rt ... RXN SMILES: [NH2:1][C:2]1[CH:3]=[C:4]([OH:8])[CH:5]=[CH:6][CH:7]=1.[O:9]=[C:10]1[C:23]2[CH:22]=[C:21]([S:24](Cl)(=[O:26])=[O:25])[CH:20]=[CH:19][C:18]=2[C:17](=[O:28])[C:16]2[C:11]1=[CH:12][C:13]([S:29](Cl)(=[O:31])=[O:30])=[CH:14][CH:15]=2>N1C=CC=CC=1.C(Cl)Cl>[OH:8][C:4]1[CH:3]=[C:2]([NH:1][S:29]([C:13]2[CH:14]=[CH:15][C:16]3[C:17](=[O:28])[C:18]4[C:23](=[CH:22][C:21]([S:24]([NH:1][C:2]5[CH:7]=[CH:6][CH:5]=[C:4]([OH:8])[CH:3]=5)(=[O:26])=[O:25])=[CH:20][CH:19]=4)[C:10](=[O:9])[C:11]=3[CH:12]=2)(=[O:31])=[O:30])[CH:7]=[CH:6][CH:5]=1. Solvent: N1=CC=CC=C1 (pyridine), C(Cl)Cl (methylene chloride). The product is OC=1C=C(C=CC1)NS(=O)(=O)C1=CC=2C(C3=CC(=CC=C3C(C2C=C1)=O)S(=O)(=O)NC1=CC(=CC=C1)O)=O (N,N′-bis(3-Hydroxyphenyl)-9,10-dioxo-9,10-dihydro-2,7-anthracenedisulfonamide). Procedure details: 3-aminophenol (0.76 g, 7 mmol) in pyridine (10 ml) was treated with the product from Example 10A in methylene chloride. The mixture was stirred at room temperature for 18 hours and the solvents removed under reduced pressure. The residue was taken up in ethyl acetate, washed three times with 1N hydrochloric acid, dried with magnesium sulfate, filtered, and the filtrate concentrated under reduced pressure. The residue was filtered through a pad of silica gel with 5% methanol in methylene chloride... Isolated yield 28.0%. Starting materials: NC=1C=C(C=CC1)O (3-aminophenol), O=C1C2=CC(=CC=C2C(C=2C=CC(=CC12)S(=O)(=O)Cl)=O)S(=O)(=O)Cl (9,10-Dioxo-9,10-dihydro-2,7-anthracenedisulfonyl Dichloride). Conditions: time 18 hour. Solvent: C(C)(=O)OCC (ethyl acetate). Procedure: 7.5 parts of exemplified compound 1-1, compound represented by Formula (I), and 2.5 parts of N-acryloylpyrrolidine were dissolved in 8 parts of ethyl acetate. 0.033 parts of 2-mercaptoethanol was added to the resultant solution. Polymerization was carried out in the presence of 0.02 parts of 2,2′-azobis(2,4-dimethylvaleronitrile) (V-65™ manufactured by Wako Pure Chemical Industries, Ltd.,) serving as a polymerization initiator at a surrounding temperature of 70° C. for 7 hours under nitrogen flo... Reaction SMILES: [C:1]([N:5]1[CH2:9][CH2:8][CH2:7][CH2:6]1)(=[O:4])[CH:2]=[CH2:3].SCCO.N(C(C)(CC(C)C)C#N)=NC(C)(CC(C)C)C#N.CCCCCC>C(OCC)(=O)C>[C:1]([N:5]1[CH2:9][CH2:8][CH:7]=[CH:6]1)(=[O:4])[CH:2]=[CH2:3]. Isolated yield 95.0%. Reaction conditions: time 7 hour. Reactants: resultant polymer, CCCCCC (hexane), SCCO (2-mercaptoethanol), resultant solution, N(=NC(C#N)(CC(C)C)C)C(C#N)(CC(C)C)C (2,2′-azobis(2,4-dimethylvaleronitrile)), compound 1-1, ( I ), C(C=C)(=O)N1CCCC1 (N-acryloylpyrrolidine). Product: compound 1-1, C(C=C)(=O)N1C=CCC1 (N -acryloylpyrroline).